From a dataset of the Open Reaction Database (ORD), a public repository of structured organic reaction records. describe an organic reaction: reactants, conditions, products, and yield Starting materials: FC(C=1N=CC2=C(N1)CCNC2)(F)F (2-trifluoromethyl-5,6,7,8-tetrahydro-pyrido[4,3-d]pyrimidine), CS(=O)(=O)C=1C=CC(=C(C(=O)O)C1)O[C@@H](C(F)(F)F)C (5-methanesulfonyl-2-((R)-2,2,2-trifluoro-1-methyl-ethoxy)-benzoic acid). Product: CS(=O)(=O)C=1C=CC(=C(C1)C(=O)N1CC2=C(N=C(N=C2)C(F)(F)F)CC1)O[C@@H](C(F)(F)F)C ([5-Methanesulfonyl-2-((R)-2,2,2-trifluoro-1-methyl-ethoxy)-phenyl]-(2-trifluoromethyl-7,8-dihydro-5H-pyrido[4,3-d]pyrimidin-6-yl)-methanone). RXN SMILES: [F:1][C:2]([F:14])([F:13])[C:3]1[N:4]=[CH:5][C:6]2[CH2:12][NH:11][CH2:10][CH2:9][C:7]=2[N:8]=1.[CH3:15][S:16]([C:19]1[CH:20]=[CH:21][C:22]([O:28][C@H:29]([CH3:34])[C:30]([F:33])([F:32])[F:31])=[C:23]([CH:27]=1)[C:24](O)=[O:25])(=[O:18])=[O:17]>>[CH3:15][S:16]([C:19]1[CH:20]=[CH:21][C:22]([O:28][C@H:29]([CH3:34])[C:30]([F:31])([F:32])[F:33])=[C:23]([C:24]([N:11]2[CH2:10][CH2:9][C:7]3[N:8]=[C:3]([C:2]([F:1])([F:13])[F:14])[N:4]=[CH:5][C:6]=3[CH2:12]2)=[O:25])[CH:27]=1)(=[O:18])=[O:17]. Procedure details: Prepared in analogy to example 1.1 from 2-trifluoromethyl-5,6,7,8-tetrahydro-pyrido[4,3-d]pyrimidine (CA [74737-17-7]; WO2004069162) and 5-methanesulfonyl-2-((R)-2,2,2-trifluoro-1-methyl-ethoxy)-benzoic acid (example 2.3). MS (m/e): 498.4 (M+H+).